From a dataset of the Open Reaction Database (ORD), a public repository of structured organic reaction records. describe an organic reaction: reactants, conditions, products, and yield Starting materials: S1C(=S)NC(=O)C1 (rhodanine), COC=1C=C(C=CC1OC)C=CC(CCCC(=O)OCC)=O (ethyl 7-(3,4-dimethoxyphenyl)-5-oxo-6-heptenoate), C(C)(=O)[O-].[NH4+] (ammonium acetate), C1(=CC=CC=C1)C (toluene). Solvent: C(C)(=O)OCC (ethyl acetate), O (water). Yields the product COC=1C=C(C=CC1OC)C=CC(CCCC(=O)OCC)=C1C(NC(S1)=S)=O (ethyl 7-(3,4-dimethoxyphenyl)-5-(4-oxo-2-thioxo-5-thiazolidinylidene)-6-heptenoate). Isolated yield 11.9%. As a reaction SMILES: [S:1]1[CH2:7][C:5](=[O:6])[NH:4][C:2]1=[S:3].[CH3:8][O:9][C:10]1[CH:11]=[C:12]([CH:18]=[CH:19][C:20](=O)[CH2:21][CH2:22][CH2:23][C:24]([O:26][CH2:27][CH3:28])=[O:25])[CH:13]=[CH:14][C:15]=1[O:16][CH3:17].C([O-])(=O)C.[NH4+].C1(C)C=CC=CC=1>C(OCC)(=O)C.O>[CH3:8][O:9][C:10]1[CH:11]=[C:12]([CH:18]=[CH:19][C:20](=[C:7]2[S:1][C:2](=[S:3])[NH:4][C:5]2=[O:6])[CH2:21][CH2:22][CH2:23][C:24]([O:26][CH2:27][CH3:28])=[O:25])[CH:13]=[CH:14][C:15]=1[O:16][CH3:17] |f:2.3|. Procedure: A mixture of 1.60 g (0.012 mol) of rhodanine, 3.06 g (0.01 mol) of ethyl 7-(3,4-dimethoxyphenyl)-5-oxo-6-heptenoate, 0.77 g (0.01 mol) of ammonium acetate and 20 ml of toluene was heated under reflux for 8 hours. After cooling, 100 ml of water were added to the reaction mixture d with ethyl acetate (3×100 ml). The ethyl acetate layer was washed three times with water and once with a saturated saline solution, dried over magnesium sulfate, filtered and the filtrate was concentrated under reduced ...